The task is: describe an organic reaction: reactants, conditions, products, and yield. This data is from the Open Reaction Database (ORD), a public repository of structured organic reaction records. Starting materials: C(C)OC(C(CC1=CC=C(C=C1)OCCN)OCC)=O (3-[4-(2-aminoethoxy)phenyl]-2-ethoxypropionic acid ethyl ester), C(CCCC)(=O)Cl (valeryl chloride), FC1=C(C=CC(=C1)F)N=C=O (2,4-difluorophenyl isocyanate), polyamine resin, FC=1C(=C(C(=C2C1C(=O)OC2=O)F)F)F (tetrafluorophthalic anhydride). The solvent is C(Cl)Cl (methylene chloride), N1=CC=CC=C1 (pyridine). Run at time 4 hour. The product is FC1=C(C=CC(=C1)F)NC(N(CCCCC)CCOC1=CC=C(C=C1)CC(C(=O)O)OCC)=O (3-(4-{2-[3-(2,4-difluorophenyl)-1-pentylureido]ethoxy}phenyl)-2-ethoxypropionic acid). Reaction SMILES: C([O:3][C:4](=[O:20])[CH:5]([O:17][CH2:18][CH3:19])[CH2:6][C:7]1[CH:12]=[CH:11][C:10]([O:13][CH2:14][CH2:15][NH2:16])=[CH:9][CH:8]=1)C.[C:21](Cl)(=O)[CH2:22][CH2:23][CH2:24][CH3:25].FC1C(F)=C(F)C(F)=C2C(=O)OC(=O)C=12.[F:43][C:44]1[CH:49]=[C:48]([F:50])[CH:47]=[CH:46][C:45]=1[N:51]=[C:52]=[O:53]>C(Cl)Cl.N1C=CC=CC=1>[F:43][C:44]1[CH:49]=[C:48]([F:50])[CH:47]=[CH:46][C:45]=1[NH:51][C:52](=[O:53])[N:16]([CH2:15][CH2:14][O:13][C:10]1[CH:9]=[CH:8][C:7]([CH2:6][CH:5]([O:17][CH2:18][CH3:19])[C:4]([OH:3])=[O:20])=[CH:12][CH:11]=1)[CH2:21][CH2:22][CH2:23][CH2:24][CH3:25]. Procedure: A solution of the compound obtained in Example 1, Step c (42 mg) in methylene chloride (2 ml) was added with pyridine (32 μl) and valeryl chloride (21.4 μl, Tokyo Kasei Kogyo) and stirred at room temperature for 4 hours. The reaction mixture was added with tetrafluorophthalic anhydride (22 mg) and further stirred for 2 hours. The reaction mixture was added with a polyamine resin (100 mg, prepared by the same method as described in Example 3), stirred for 1.5 hours and filtered, and the filtrate ... The reactants are C(C1=CC=CC=C1)[C@]1([C@H](CN(CC1)CCOC1=CC=C(C=C1)OCC1=CC=CC=C1)O)O ((3 S,4S)-4-benzyl-1-[2-(4-benzyloxy-phenoxy)-ethyl]-piperidine-3,4-diol). The reagents and catalysts are [Pd] (Pd/C). Solvent: CCO (EtOH). Reaction conditions: time 4 hour. The product is C(C1=CC=CC=C1)[C@]1([C@H](CN(CC1)CCOC1=CC=C(C=C1)O)O)O ((3S,4S)-4-benzyl-1-[2-(4-hydroxy-phenoxy)-ethyl]-piperidine-3,4-diol). Reaction SMILES: [CH2:1]([C@:8]1([OH:32])[CH2:13][CH2:12][N:11]([CH2:14][CH2:15][O:16][C:17]2[CH:22]=[CH:21][C:20]([O:23]CC3C=CC=CC=3)=[CH:19][CH:18]=2)[CH2:10][C@@H:9]1[OH:31])[C:2]1[CH:7]=[CH:6][CH:5]=[CH:4][CH:3]=1>CCO.[Pd]>[CH2:1]([C@:8]1([OH:32])[CH2:13][CH2:12][N:11]([CH2:14][CH2:15][O:16][C:17]2[CH:18]=[CH:19][C:20]([OH:23])=[CH:21][CH:22]=2)[CH2:10][C@@H:9]1[OH:31])[C:2]1[CH:7]=[CH:6][CH:5]=[CH:4][CH:3]=1. Procedure details: (3R,4R) and (3 S,4S)-4-benzyl-1-[2-(4-benzyloxy-phenoxy)-ethyl]-piperidine-3,4-diol 550 mg (1.3 mmol) was dissolved in 10 ml EtOH and hydrogenated in the presence of 100 mg Pd/C (10%) under atmospheric pressure at 50° C. After 4 hours the reaction was complete and the catalyst was filtered off and the solvent was removed under reduced pressure to give the crude product. Purification by chromatography (CH2Cl2/MeOH 9:1) yielded 249 mg (0.73 mmol, 56%) (3R,4R) and (3S,4S)-4-benzyl-1-[2-(4-hydroxy-p...